The task is: describe an organic reaction: reactants, conditions, products, and yield. This data is from the Open Reaction Database (ORD), a public repository of structured organic reaction records. Reaction SMILES: [C:1](=[O:2])([CH3:3])[O:4][CH2:5][C:6](=[O:7])[N:8]1[CH2:9][CH2:10][CH:11]([NH:14][C:15](=[O:16])[c:17]2[c:18]([O:44][CH3:45])[c:19]3[c:20](=[O:43])[n:21]([CH2:31][c:32]4[cH:33][c:34]([O:38][C:39]([F:40])([F:41])[F:42])[cH:35][cH:36][cH:37]4)[c:22]4[cH:23][cH:24][cH:25][cH:26][c:27]4[c:28]3[n:29]2[CH3:30])[CH2:12][CH2:13]1.[C:46](=[O:47])([O-:48])[O-:49].[C:57](=[O:58])([O-:59])[OH:60].[CH2:52]1[O:53][CH2:54][CH2:55][CH2:56]1.[K+:50].[K+:51].[Na+:61]>>[OH:4][CH2:5][C:6](=[O:7])[N:8]1[CH2:9][CH2:10][CH:11]([NH:14][C:15](=[O:16])[c:17]2[c:18]([O:44][CH3:45])[c:19]3[c:20](=[O:43])[n:21]([CH2:31][c:32]4[cH:33][c:34]([O:38][C:39]([F:40])([F:41])[F:42])[cH:35][cH:36][cH:37]4)[c:22]4[cH:23][cH:24][cH:25][cH:26][c:27]4[c:28]3[n:29]2[CH3:30])[CH2:12][CH2:13]1. The reactants are COc1c(C(=O)NC2CCN(C(=O)COC(C)=O)CC2)n(C)c2c1c(=O)n(Cc1cccc(OC(F)(F)F)c1)c1ccccc21, O=C([O-])[O-], O=C([O-])O, C1CCOC1, [K+], [K+], [Na+]. Yields the product COc1c(C(=O)NC2CCN(C(=O)CO)CC2)n(C)c2c1c(=O)n(Cc1cccc(OC(F)(F)F)c1)c1ccccc21. The reactants are ClC1=CC(=C(C=C1)NC(=O)C1CC(=NN1C1=NC=CC=C1Cl)C=1C(=C(C=CC1)S(=O)(=O)[O-])[N+](=O)[O-])C(NC(C)C1CC1)=O (5-(4-chloro-2-(1-cyclopropylethylcarbamoyl)phenylcarbamoyl)-1-(3-chloropyridin-2-yl)-4,5-dihydro-1H-pyrazol-3-yl2-nitrobenzene sulfonate), C(C)(=O)O.Br (hydrogen bromide acetic acid), C(C)(=O)OCC (ethyl acetate), [OH-].[Na+] (sodium hydroxide). Solvent: C(C)(=O)O (acetic acid), O (water). Run at time 1 hour. Product: ClC1=CC(=C(C=C1)NC(=O)C1CC(=NN1C1=NC=CC=C1Cl)Br)C(NC(C)C1CC1)=O (N-(4-chloro-2-(1-cyclopropylethylcarbamoyl)phenyl)-3-bromo-1-(3-chloropyridin-2-yl)-4,5-dihydro-1H-pyrazole-5-carboxamide). Reaction SMILES: [Cl:1][C:2]1[CH:7]=[CH:6][C:5]([NH:8][C:9]([CH:11]2[N:15]([C:16]3[C:21]([Cl:22])=[CH:20][CH:19]=[CH:18][N:17]=3)[N:14]=[C:13](C3C([N+]([O-])=O)=C(S([O-])(=O)=O)C=CC=3)[CH2:12]2)=[O:10])=[C:4]([C:36](=[O:43])[NH:37][CH:38]([CH:40]2[CH2:42][CH2:41]2)[CH3:39])[CH:3]=1.C(O)(=O)C.[BrH:48].C(OCC)(=O)C.[OH-].[Na+]>C(O)(=O)C.O>[Cl:1][C:2]1[CH:7]=[CH:6][C:5]([NH:8][C:9]([CH:11]2[N:15]([C:16]3[C:21]([Cl:22])=[CH:20][CH:19]=[CH:18][N:17]=3)[N:14]=[C:13]([Br:48])[CH2:12]2)=[O:10])=[C:4]([C:36](=[O:43])[NH:37][CH:38]([CH:40]2[CH2:42][CH2:41]2)[CH3:39])[CH:3]=1 |f:1.2,4.5|. Reported procedure: 400 mg of 5-(4-chloro-2-(1-cyclopropylethylcarbamoyl)phenylcarbamoyl)-1-(3-chloropyridin-2-yl)-4,5-dihydro-1H-pyrazol-3-yl2-nitrobenzene sulfonate was dissolved in 0.7 mL of acetic acid, and 0.3 mL of a 33 mass % hydrogen bromide acetic acid solution was dropwise added, followed by stirring for about one hour. After completion of the reaction, ethyl acetate, water and 2 mL of 1 N sodium hydroxide were added, followed by stirring and extraction with ethyl acetate. Then, concentration under reduce...